From a dataset of the Open Reaction Database (ORD), a public repository of structured organic reaction records. describe an organic reaction: reactants, conditions, products, and yield Reactants: C1=CC=C(C=2OC3=C(C21)C=CC=C3)C3=CC=C(N)C=C3 (4-dibenzo[b,d]furan-4-ylaniline), FC(C1=CC=C(C=O)C=C1)(F)F (4-(trifluoromethyl)benzaldehyde). Product: C1=CC=C(C=2OC3=C(C21)C=CC=C3)C3=CC=C(C=C3)NCC3=CC=C(C=C3)C(F)(F)F (N-(4-dibenzo[b,d]furan-4-ylphenyl)-N-[4-(trifluoromethyl)-benzyl]amine). Isolated yield 78.0%. As a reaction SMILES: [CH:1]1[C:9]2[C:8]3[CH:10]=[CH:11][CH:12]=[CH:13][C:7]=3[O:6][C:5]=2[C:4]([C:14]2[CH:20]=[CH:19][C:17]([NH2:18])=[CH:16][CH:15]=2)=[CH:3][CH:2]=1.[F:21][C:22]([F:32])([F:31])[C:23]1[CH:30]=[CH:29][C:26]([CH:27]=O)=[CH:25][CH:24]=1>>[CH:1]1[C:9]2[C:8]3[CH:10]=[CH:11][CH:12]=[CH:13][C:7]=3[O:6][C:5]=2[C:4]([C:14]2[CH:20]=[CH:19][C:17]([NH:18][CH2:27][C:26]3[CH:25]=[CH:24][C:23]([C:22]([F:21])([F:31])[F:32])=[CH:30][CH:29]=3)=[CH:16][CH:15]=2)=[CH:3][CH:2]=1. Reported procedure: The same procedure as employed in the preparation of Example 226 (step a) but using 4-dibenzo[b,d]furan-4-ylaniline and 4-(trifluoromethyl)benzaldehyde gave the title compound as a colorless oil (78%). 1H NMR (DMSO-d6, 300 MHz) δ 8.15 (d, 1H, J=7.1 Hz), 8.01 (m, 1H), 7.7548 (m, 9H), 7.44-7.37 (m, 2H), 6.74 (m, 3H), 4.47 (m, 2H). M−(LC/MS(ESI)): 416.2; M+(LC/MS(ESI)): 418.2. HPLC (Condition A), Rt: 5.72 min (HPLC purity: 99.3%).